This data is from the Open Reaction Database (ORD), a public repository of structured organic reaction records. The task is: describe an organic reaction: reactants, conditions, products, and yield Starting materials: C1N2CN3CN1CN(C2)C3 (Hexamethylenetetramine), OC1=CC(=CC=2C(CCC(C12)(C)C)(C)C)C (1-hydroxy-3,5,5,8,8-pentamethyl-5,6,7,8-tetrahydronaphthalene), Cl (hydrochloric acid), C(C)(=O)O (acetic acid). The solvent is C(C)OCC (diethyl ether), O (water). Conditions: temperature 20 celsius. Product: C(=O)C1=C(C=2C(CCC(C2C=C1C)(C)C)(C)C)O (2-formyl-1-hydroxy-3,5,5,8,8-pentamethyl-5,6,7,8-tetrahydronaphthalene). As a reaction SMILES: C1N2CN3CN(C2)CN1C3.[OH:11][C:12]1[C:21]2[C:20]([CH3:23])([CH3:22])[CH2:19][CH2:18][C:17]([CH3:25])([CH3:24])[C:16]=2[CH:15]=[C:14]([CH3:26])[CH:13]=1.[C:27](O)(=[O:29])C.Cl>C(OCC)C.O>[CH:27]([C:13]1[C:14]([CH3:26])=[CH:15][C:16]2[C:17]([CH3:25])([CH3:24])[CH2:18][CH2:19][C:20]([CH3:22])([CH3:23])[C:21]=2[C:12]=1[OH:11])=[O:29]. Reported procedure: Formylation. Hexamethylenetetramine (21 g, 0.15 mol) and 1-hydroxy-3,5,5,8,8-pentamethyl-5,6,7,8-tetrahydronaphthalene were added in one portion with stirring to acetic acid (250 mL) and the mixture was heated at 95°-100° C. for 2 h. After cooling to 80°-85° C., water (250 mL) and concentrated hydrochloric acid (60 mL) were added and the mixture was heated at 95°-100° C. for a further 2 h. The reaction product was then cooled to 20° C., diethyl ether (150 mL) was added and the mixture was stirre... Starting materials: C(C)(=O)C1=CC2=C(OCC2)C=C1 (5-acetyl-2,3-dihydrobenzo[b]furan), C(#N)CC(=O)OC (methyl cyanoacetate), C(C1=CC=CC=C1)N (benzylamine), C(C)(=O)O (acetic acid). Run in C1(=CC=CC=C1)C (toluene). The product is COC(\C(=C(/C)\C=1C=CC2=C(CCO2)C1)\C#N)=O (Methyl-(2E)-2-cyano-3-(2,3-dihydro-1-benzofuran-5-yl)-2-butenoate). Isolated yield 60.1%. As a reaction SMILES: [C:1]([C:4]1[CH:12]=[CH:11][C:7]2[O:8][CH2:9][CH2:10][C:6]=2[CH:5]=1)(=O)[CH3:2].[C:13]([CH2:15][C:16]([O:18][CH3:19])=[O:17])#[N:14].C(N)C1C=CC=CC=1.C(O)(=O)C>C1(C)C=CC=CC=1>[CH3:19][O:18][C:16](=[O:17])/[C:15](/[C:13]#[N:14])=[C:1](/[C:4]1[CH:12]=[CH:11][C:7]2[O:8][CH2:9][CH2:10][C:6]=2[CH:5]=1)\[CH3:2]. Procedure: To a stirred solution of 5-acetyl-2,3-dihydrobenzo[b]furan (Aldrich) (1 g, 6.17 mmol) in toluene (60 ml) was added methyl cyanoacetate (0.60 ml, 6.78 mmol), benzylamine (0.07 ml, 0.61 mmol) and acetic acid (0.3 ml, 5.3 mmol) and the whole refluxed in a Dean-Stark apparatus for 16 h. The reaction mixture was cooled, washed with 2N HCl (30 ml), NaHCO3 (30 ml), brine (30 ml), dried (MgSO4) and evaporated to a yellow residue. This residue was purified by column chromatography using 15-20% EtOAc in p...